This data is from the Open Reaction Database (ORD), a public repository of structured organic reaction records. The task is: describe an organic reaction: reactants, conditions, products, and yield Starting materials: N1=C(C=NC=C1)N1CCNCC1 (1-(2-pyrazinyl)piperazine), CN=C=S (methyl isothiocyanate). Run in CCOCC (ether), CCOCC (ether). Reaction conditions: time 1 hour. The product is CNC(=S)N1CCN(CC1)C1=NC=CN=C1 (N-Methyl-4-(2-pyrazinyl)-1-piperazinethiocarboxamide). Reaction SMILES: [N:1]1[CH:6]=[CH:5][N:4]=[CH:3][C:2]=1[N:7]1[CH2:12][CH2:11][NH:10][CH2:9][CH2:8]1.[CH3:13][N:14]=[C:15]=[S:16]>CCOCC>[CH3:13][NH:14][C:15]([N:10]1[CH2:9][CH2:8][N:7]([C:2]2[CH:3]=[N:4][CH:5]=[CH:6][N:1]=2)[CH2:12][CH2:11]1)=[S:16]. Reported procedure: To a solution of 6.56 g. of 1-(2-pyrazinyl)piperazine (U.S. Pat. No. 2,606,906) in 40 ml. of anhydrous ether is added a solution of 2.92 g. of methyl isothiocyanate in 40 ml. of anhydrous ether, dropwise over a periodof 10 minutes. This suspension is stirred for one hour and the solid is collected and washed. This solid is dissolved in a mixture of 200 ml. of benzene and 50 ml. of ethanol with heat and then cooled to room temperature over 48 hours. The resulting solid is dissolved in 400 ml. of ... The reactants are C(C)(C)(C)OC(C1=CC(=CC=C1)N1CCN(CC1)C)=O (3-(4-Methylpiperazinyl)-benzoic acid tert-butyl ester), C(Cl)Cl (CH2Cl2). Solvent: C(=O)(C(F)(F)F)O (TFA), C1(=CC=CC=C1)C (toluene). Product: CN1CCN(CC1)C=1C=C(C(=O)O)C=CC1 (3-(4-Methylpiperazinyl)-benzoic Acid). Reaction SMILES: C([O:5][C:6](=[O:20])[C:7]1[CH:12]=[CH:11][CH:10]=[C:9]([N:13]2[CH2:18][CH2:17][N:16]([CH3:19])[CH2:15][CH2:14]2)[CH:8]=1)(C)(C)C.C(Cl)Cl>C(O)(C(F)(F)F)=O.C1(C)C=CC=CC=1>[CH3:19][N:16]1[CH2:15][CH2:14][N:13]([C:9]2[CH:8]=[C:7]([CH:12]=[CH:11][CH:10]=2)[C:6]([OH:20])=[O:5])[CH2:18][CH2:17]1. Reported procedure: 3-(4-Methylpiperazinyl)-benzoic acid tert-butyl ester (4.1 g, 14.9 mmol) was dissolved in TFA: CH2Cl2 (70 ml, 1:1) and the reaction was stirred for 2 h at RT. The reaction mixture was diluted with toluene (100 ml), then was concentrated in vacuo and was used in the next reaction without further purification: MS (ES+) 221.3 (M+H+). Starting materials: C(\C=C\CCCCCCC)(=O)O (trans-2-decenoic acid), CN(CCCO)C (3-dimethylamino-1-propanol). Yields the product C(\C=C\CCCCCCC)(=O)OCCCN(C)C ((E)-3-(Dimethylamino)propyl dec-2-enoate). RXN SMILES: [C:1]([OH:12])(=[O:11])/[CH:2]=[CH:3]/[CH2:4][CH2:5][CH2:6][CH2:7][CH2:8][CH2:9][CH3:10].[CH3:13][N:14]([CH3:19])[CH2:15][CH2:16][CH2:17]O>>[C:1]([O:12][CH2:17][CH2:16][CH2:15][N:14]([CH3:19])[CH3:13])(=[O:11])/[CH:2]=[CH:3]/[CH2:4][CH2:5][CH2:6][CH2:7][CH2:8][CH2:9][CH3:10]. Procedure: The same operation as in Example 1-1 or 1-2 was carried out using trans-2-decenoic acid and 3-dimethylamino-1-propanol as starting materials to give the aimed compound. Starting materials: CC1(C)OB(c2cccc3[nH]ncc23)OC1(C)C, CCO, Cc1ccccc1, O=Cc1cc2nc(Cl)nc(N3CCOCC3)c2s1, [Na+], [Na+], O=C([O-])[O-], O. The product is O=Cc1cc2nc(-c3cccc4[nH]ncc34)nc(N3CCOCC3)c2s1. RXN SMILES: [CH3:19][C:20]1([CH3:21])[C:22]([CH3:23])([CH3:24])[O:25][B:26]([c:27]2[c:28]3[cH:29][n:30][nH:31][c:32]3[cH:33][cH:34][cH:35]2)[O:36]1.[CH3:43][CH2:44][OH:45].[CH3:46][c:47]1[cH:48][cH:49][cH:50][cH:51][cH:52]1.[Cl:1][c:2]1[n:3][c:4]([N:13]2[CH2:14][CH2:15][O:16][CH2:17][CH2:18]2)[c:5]2[c:6]([n:7]1)[cH:8][c:9]([CH:11]=[O:12])[s:10]2.[Na+:37].[Na+:38].[O-:39][C:40](=[O:41])[O-:42].[OH2:53]>>[c:2]1(-[c:27]2[c:28]3[cH:29][n:30][nH:31][c:32]3[cH:33][cH:34][cH:35]2)[n:3][c:4]([N:13]2[CH2:14][CH2:15][O:16][CH2:17][CH2:18]2)[c:5]2[c:6]([n:7]1)[cH:8][c:9]([CH:11]=[O:12])[s:10]2. Reported procedure: A solution of nBuLi in hexanes (1.7 M, 14 mL, 24 mmol) was added over 15 min to a solution of 3,5-dimethoxytoluene (2.93 mL, 20 mmol) in THF (20 mL) at 0° C. The reaction mixture was stirred at 0° C. for 1 h then at room temperature for 3 h. The reaction was cooled to 0° C. and a solution of the 4-phenylbutylbromide (4.13 mL, 1.2 mmol) in toluene (15 mL) was added over 5 min. The reaction mixture was allowed to warm to room temperature and heated to 80° C. for 3-4 h. The reaction was quenched sl... Product: COC1=C(C(=CC(=C1)C)OC)CCCCC1=CC=CC=C1 (1,3-Dimethoxy-5-methyl-2-(4-phenylbutyl)benzene). As a reaction SMILES: [Li]CCCC.[CH3:6][O:7][C:8]1[CH:9]=[C:10]([CH3:16])[CH:11]=[C:12]([O:14][CH3:15])[CH:13]=1.[C:17]1([CH2:23][CH2:24][CH2:25][CH2:26]Br)[CH:22]=[CH:21][CH:20]=[CH:19][CH:18]=1>C1COCC1.C1(C)C=CC=CC=1>[CH3:15][O:14][C:12]1[CH:11]=[C:10]([CH3:16])[CH:9]=[C:8]([O:7][CH3:6])[C:13]=1[CH2:26][CH2:25][CH2:24][CH2:23][C:17]1[CH:22]=[CH:21][CH:20]=[CH:19][CH:18]=1. The solvent is C1(=CC=CC=C1)C (toluene), C1CCOC1 (THF). Starting materials: C1(=CC=CC=C1)CCCCBr (4-phenylbutylbromide), [Li]CCCC (nBuLi), hexanes, COC=1C=C(C=C(C1)OC)C (3,5-dimethoxytoluene). Isolated yield 1347.9%. Reaction conditions: temperature 0 celsius, time 1 hour. Reactants: C(C)(=O)[O-].C(C)(=O)[O-].C(C)(=O)[O-].C(C)(=O)[O-].[Pb+4] (lead (IV) tetraacetate), N1NC=CC1 (pyrazoline), N=N (diazene), C(C)(=O)[O-].C(C)(=O)[O-].C(C)(=O)[O-].C(C)(=O)[O-].[Pb+4] (lead tetraacetate), C1(=CC=CC=C1)CC(=O)O (phenylacetic acid), C[C@@H]1CC(=O)[C@H]([C@H]2[C@]1(C3C=C(C(=O)[C@]3(CC(=C2)CO)O)C)O)C(=C)C (crotophorbolone). The product is C[C@@H]1[C@H]([C@@]2([C@@H](C2(C)C)[C@H]3[C@]1([C@@H]4C=C(C(=O)[C@]4(CC(=C3)CO)O)C)O)O)O (phorbol). Reaction SMILES: [C:1]([O-:4])(=O)[CH3:2].C([O-])(=[O:7])C.C([O-])(=O)C.C([O-])(=O)C.[Pb+4].C1(CC(O)=O)C=CC=CC=1.N1CC=CN1.N=N.[CH3:35][C@H:36]1[C@:42]2([OH:56])[CH:43]3[C@:48]([OH:54])([CH2:49]C(CO)=[CH:51][C@H:41]2[C@H:40]([C:57]([CH3:59])=[CH2:58])[C:38](=[O:39])[CH2:37]1)[C:46](=[O:47])[C:45]([CH3:55])=[CH:44]3>>[CH3:35][C@H:36]1[C@:42]2([OH:56])[C@H:43]3[C@:48]([OH:54])([CH2:49][C:2]([CH2:1][OH:4])=[CH:51][C@H:41]2[C@@H:40]2[C:57]([CH3:58])([CH3:59])[C@:38]2([OH:39])[C@@H:37]1[OH:7])[C:46](=[O:47])[C:45]([CH3:55])=[CH:44]3 |f:0.1.2.3.4|. Reported procedure: Another embodiment is shown in FIG. 8. In this embodiment, the acidic hydrolysis of phorbol produces crotophorbolone, which is then used as the starting material. First, treatment of crotophorbolone with hydrazine in the presence of acetic acid selectively affords the C13 hydrazone (not shown), which without isolation is cyclized to pyrazoline S5a. Oxidation of pyrazalone S5a with lead (IV) tetraacetate gives cyclic diazene S7a, allowing for concomitant direct introduction of a C13 acetate group... The reactants are ClCCl, CC(C)CCCC(C)NC(=O)Nc1nc2nccc(-c3ccc(O)cc3)n2n1, CO, Cl, OCCN1CCOCC1, CCOC(=O)N=NC(=O)OCC, c1ccc(P(c2ccccc2)c2ccccc2)cc1. Product: CC(C)CCCC(C)NC(=O)Nc1nc2nccc(-c3ccc(OCCN4CCOCC4)cc3)n2n1, Cl. As a reaction SMILES: [CH2:70]([Cl:71])[Cl:72].[CH3:1][CH:2]([CH2:3][CH2:4][CH2:5][CH:6]([CH3:7])[CH3:8])[NH:9][C:10](=[O:11])[NH:12][c:13]1[n:14][n:15]2[c:16]([n:17][cH:18][cH:19][c:20]2-[c:21]2[cH:22][cH:23][c:24]([OH:27])[cH:25][cH:26]2)[n:28]1.[CH3:73][OH:74].[ClH:69].[O:29]1[CH2:30][CH2:31][N:32]([CH2:35][CH2:36][OH:37])[CH2:33][CH2:34]1.[O:57]=[C:58]([O:59][CH2:60][CH3:61])[N:62]=[N:63][C:64]([O:65][CH2:66][CH3:67])=[O:68].[c:38]1([P:39]([c:40]2[cH:41][cH:42][cH:43][cH:44][cH:45]2)[c:46]2[cH:47][cH:48][cH:49][cH:50][cH:51]2)[cH:52][cH:53][cH:54][cH:55][cH:56]1>>[CH3:1][CH:2]([CH2:3][CH2:4][CH2:5][CH:6]([CH3:7])[CH3:8])[NH:9][C:10](=[O:11])[NH:12][c:13]1[n:14][n:15]2[c:16]([n:17][cH:18][cH:19][c:20]2-[c:21]2[cH:22][cH:23][c:24]([O:27][CH2:36][CH2:35][N:32]3[CH2:31][CH2:30][O:29][CH2:34][CH2:33]3)[cH:25][cH:26]2)[n:28]1.[ClH:69]. Reactants: O1C(CCCC1)OC1=C(C=CC=C1)C(C(=O)OC)=COCC#N (methyl 2-[2-(tetrahydropyran-2-yloxy)-phenyl]-3-cyanomethoxy-acrylate), acidic ion. The solvent is CO (methanol). Conditions: temperature 20 celsius, time 3 hour. The product is OC1=C(C=CC=C1)C(C(=O)OC)=COCC#N (methyl 2-(2-hydroxyphenyl)-3-cyanomethoxy-acrylate). Isolated yield 73.8%. As a reaction SMILES: O1CCCCC1[O:7][C:8]1[CH:13]=[CH:12][CH:11]=[CH:10][C:9]=1[C:14](=[CH:19][O:20][CH2:21][C:22]#[N:23])[C:15]([O:17][CH3:18])=[O:16]>CO>[OH:7][C:8]1[CH:13]=[CH:12][CH:11]=[CH:10][C:9]=1[C:14](=[CH:19][O:20][CH2:21][C:22]#[N:23])[C:15]([O:17][CH3:18])=[O:16]. Reported procedure: A solution of 14.4 g (45.3 mmol) of methyl 2-[2-(tetrahydropyran-2-yloxy)-phenyl]-3-cyanomethoxy-acrylate in 50 ml of methanol is admixed with 5 g of acidic ion exchanger and stirred at 20° C. for 3 hours. The ion exchanger is filtered off and the filtrate is concentrated under reduced pressure. The residue is chromatographed over silica gel using dichloromethane/ethyl acetate (10:1). 7.8 g (74% of theory) of methyl 2-(2-hydroxyphenyl)-3-cyanomethoxy-acrylate are obtained. The reactants are O1[C@@H](CCC1)CN1C(C2(C3=CC=CC=C13)C1=C(OC2)C=C2OCCC2=C1)=O (1′-[(2S)-Tetrahydrofuran-2-ylmethyl]-5,6-dihydrospiro[benzo[1,2-b:5,4-b′]difuran-3,3′-indol]-2′(1′H)-one). The solvent is C(C)(C)(C)OC (tert-butylmethyl ether). Product: O1[C@@H](CCC1)CN1C([C@]2(C3=CC=CC=C13)C1=C(OC2)C=C2OCCC2=C1)=O ((3R)-1′-[(2S)-tetrahydrofuran-2-ylmethyl]-5,6-dihydrospiro[benzo[1,2-b:5,4-b′]difuran-3,3′-indol]-2′(1′H)-one). Yield: 64.0%. Reaction SMILES: [O:1]1[CH2:5][CH2:4][CH2:3][C@H:2]1[CH2:6][N:7]1[C:15]2[C:10](=[CH:11][CH:12]=[CH:13][CH:14]=2)[C:9]2([CH2:19][O:18][C:17]3[CH:20]=[C:21]4[C:25](=[CH:26][C:16]2=3)[CH2:24][CH2:23][O:22]4)[C:8]1=[O:27]>C(OC)(C)(C)C>[O:1]1[CH2:5][CH2:4][CH2:3][C@H:2]1[CH2:6][N:7]1[C:15]2[C:10](=[CH:11][CH:12]=[CH:13][CH:14]=2)[C@@:9]2([CH2:19][O:18][C:17]3[CH:20]=[C:21]4[C:25](=[CH:26][C:16]2=3)[CH2:24][CH2:23][O:22]4)[C:8]1=[O:27]. Procedure details: 1′-[(2S)-Tetrahydrofuran-2-ylmethyl]-5,6-dihydrospiro[benzo[1,2-b:5,4-b′]difuran-3,3′-indol]-2′(1′H)-one was resolved on chiral semi-prep HPLC IA column with tert-butylmethyl ether (100%) to afford (3R)-1′-[(2S)-tetrahydrofuran-2-ylmethyl]-5,6-dihydrospiro[benzo[1,2-b:5,4-b′]difuran-3,3′-indol]-2′(1′H)-one (64%): 1H NMR (300 MHz, CDCl3) δ7.32-6.98 (m, 4H), 6.47 (s, 1H), 6.38 (s, 1H), 4.77 (ABq, 2H), 4.51 (t, J=8.6 Hz, 2H), 4.31-4.21 (m, 1H), 3.98-3.64 (m, 4H), 3.05-2.88 (m, 2H), 2.09-1.64 (m, 4H...